From a dataset of the Open Reaction Database (ORD), a public repository of structured organic reaction records. describe an organic reaction: reactants, conditions, products, and yield Solvent: CN(C)C=O (DMF). Isolated yield 71.6%. Procedure details: To a suspension of potassium carbonate (4.0 mg) and 4-[3-(tert-butoxycarbonyl-tert-butyl-amino)-propoxy]-3-hydroxymethyl-benzofuran-2-carboxylic acid (5.0 mg) in dry DMF (0.8 ml) was added methyl iodide (48 μl) at room temperature and the mixture was stirred overnight. The solvent was evaporated in vacuo to give the crude material as a white heavy syrup, which was then treated with 0.1N HCl (10 ml). The product was extracted with ethyl acetate (10 ml) three times and washed with saturated sodium... The product is COC(=O)C=1OC2=C(C1CO)C(=CC=C2)OCCCN(C(C)(C)C)C(=O)OC(C)(C)C (4-[3-(tert-butoxycarbonyl-tert-butyl-amino)-propoxy]-3-hydroxymethyl-benzofuran-2-carboxylic acid methyl ester). The reactants are Cl (HCl), C([O-])([O-])=O.[K+].[K+] (potassium carbonate), C(C)(C)(C)OC(=O)N(CCCOC1=CC=CC2=C1C(=C(O2)C(=O)O)CO)C(C)(C)C (4-[3-(tert-butoxycarbonyl-tert-butyl-amino)-propoxy]-3-hydroxymethyl-benzofuran-2-carboxylic acid), CI (methyl iodide). As a reaction SMILES: [C:1](=O)([O-])[O-].[K+].[K+].[C:7]([O:11][C:12]([N:14]([C:33]([CH3:36])([CH3:35])[CH3:34])[CH2:15][CH2:16][CH2:17][O:18][C:19]1[C:24]2[C:25]([CH2:31][OH:32])=[C:26]([C:28]([OH:30])=[O:29])[O:27][C:23]=2[CH:22]=[CH:21][CH:20]=1)=[O:13])([CH3:10])([CH3:9])[CH3:8].CI.Cl>CN(C=O)C>[CH3:1][O:29][C:28]([C:26]1[O:27][C:23]2[CH:22]=[CH:21][CH:20]=[C:19]([O:18][CH2:17][CH2:16][CH2:15][N:14]([C:12]([O:11][C:7]([CH3:10])([CH3:8])[CH3:9])=[O:13])[C:33]([CH3:36])([CH3:35])[CH3:34])[C:24]=2[C:25]=1[CH2:31][OH:32])=[O:30] |f:0.1.2|. Run at time 8 hour. The reactants are N#Cc1ccc(NCCNc2nc(Cl)cc3ncnn23)nc1, OB(O)c1ccc(C(F)(F)F)cc1, [Na+], [Na+], O=C([O-])[O-], C1COCCO1, c1ccc(P(c2ccccc2)(c2ccccc2)[Pd](P(c2ccccc2)(c2ccccc2)c2ccccc2)(P(c2ccccc2)(c2ccccc2)c2ccccc2)P(c2ccccc2)(c2ccccc2)c2ccccc2)cc1. The product is N#Cc1ccc(NCCNc2nc(-c3ccc(C(F)(F)F)cc3)cc3ncnn23)nc1. As a reaction SMILES: [Cl:1][c:2]1[cH:3][c:4]2[n:5]([c:6]([NH:8][CH2:9][CH2:10][NH:11][c:12]3[n:13][cH:14][c:15]([C:16]#[N:17])[cH:18][cH:19]3)[n:7]1)[n:20][cH:21][n:22]2.[F:23][C:24]([c:25]1[cH:26][cH:27][c:28]([B:31]([OH:32])[OH:33])[cH:29][cH:30]1)([F:34])[F:35].[Na+:36].[Na+:37].[O-:38][C:39](=[O:40])[O-:41].[O:119]1[CH2:120][CH2:121][O:122][CH2:123][CH2:124]1.[cH:42]1[cH:43][cH:44][c:45]([P:46]([Pd:47]([P:48]([c:49]2[cH:50][cH:51][cH:52][cH:53][cH:54]2)([c:55]2[cH:56][cH:57][cH:58][cH:59][cH:60]2)[c:61]2[cH:62][cH:63][cH:64][cH:65][cH:66]2)([P:67]([c:68]2[cH:69][cH:70][cH:71][cH:72][cH:73]2)([c:74]2[cH:75][cH:76][cH:77][cH:78][cH:79]2)[c:80]2[cH:81][cH:82][cH:83][cH:84][cH:85]2)[P:86]([c:87]2[cH:88][cH:89][cH:90][cH:91][cH:92]2)([c:93]2[cH:94][cH:95][cH:96][cH:97][cH:98]2)[c:99]2[cH:100][cH:101][cH:102][cH:103][cH:104]2)([c:105]2[cH:106][cH:107][cH:108][cH:109][cH:110]2)[c:111]2[cH:112][cH:113][cH:114][cH:115][cH:116]2)[cH:117][cH:118]1>>[c:2]1(-[c:28]2[cH:27][cH:26][c:25]([C:24]([F:23])([F:34])[F:35])[cH:30][cH:29]2)[cH:3][c:4]2[n:5]([c:6]([NH:8][CH2:9][CH2:10][NH:11][c:12]3[n:13][cH:14][c:15]([C:16]#[N:17])[cH:18][cH:19]3)[n:7]1)[n:20][cH:21][n:22]2. Reactants: COC(=O)c1cnccc1N1CCC(COc2ccc3c(c2)CN(C(=O)OC(C)(C)C)CC3)CC1, ClC(Cl)Cl, O=C(O)C(F)(F)F. Product: COC(=O)c1cnccc1N1CCC(COc2ccc3c(c2)CNCC3)CC1. RXN SMILES: [C:1]([O:2][C:3](=[O:4])[N:8]1[CH2:9][c:10]2[cH:11][c:12]([O:18][CH2:19][CH:20]3[CH2:21][CH2:22][N:23]([c:26]4[c:27]([C:32](=[O:33])[O:34][CH3:35])[cH:28][n:29][cH:30][cH:31]4)[CH2:24][CH2:25]3)[cH:13][cH:14][c:15]2[CH2:16][CH2:17]1)([CH3:5])([CH3:6])[CH3:7].[CH:43]([Cl:44])([Cl:45])[Cl:46].[OH:36][C:37]([C:38]([F:39])([F:40])[F:41])=[O:42]>>[NH:8]1[CH2:9][c:10]2[cH:11][c:12]([O:18][CH2:19][CH:20]3[CH2:21][CH2:22][N:23]([c:26]4[c:27]([C:32](=[O:33])[O:34][CH3:35])[cH:28][n:29][cH:30][cH:31]4)[CH2:24][CH2:25]3)[cH:13][cH:14][c:15]2[CH2:16][CH2:17]1. Starting materials: CC(C)(C)OC(=O)N1CCNCC1, C1=C(C=NC=C1Br)C(F)(F)F. Reagents/catalysts: CC(C)(C)[O-].[Na+], C1=CC=C(C=C1)P(C2=CC=CC=C2)C3=C(C4=CC=CC=C4C=C3)C5=C(C=CC6=CC=CC=C65)P(C7=CC=CC=C7)C8=CC=CC=C8, C1=CC=C(C=C1)/C=C/C(=O)/C=C/C2=CC=CC=C2.C1=CC=C(C=C1)/C=C/C(=O)/C=C/C2=CC=CC=C2.C1=CC=C(C=C1)/C=C/C(=O)/C=C/C2=CC=CC=C2.[Pd].[Pd]. Run in C1COCCO1. Conditions: temperature 80 celsius. Product: CC(C)(C)OC(=O)N1CCN(CC1)C2=CN=CC(=C2)C(F)(F)F. Isolated yield 85.9%. Procedure details: A 100 ml round bottom equipped with stir bar was charged with (S)-BINAP (331 mg, 0.53 mmol) and Tris(dibenzylideneacetone)dipalladium(0) (203 mg, 0.22 mmol) dissolved in 1,4-dioxane (10.700 mL). This was degassed and purged with nitrogen and stirred at RT for 10 mins. 3-bromo-5-(trifluoromethyl)pyridine (500 mg, 2.21 mmol) followed by tert-butyl piperazine-1-carboxylate (824 mg, 4.42 mmol) and sodium tert-butoxide (850 mg, 8.85 mmol) were added, and the reaction was stirred at 80 °C for 2 hrs. T... Reactants: CCOC(=O)CSCC1CCC(c2cc(F)ccc2F)(S(=O)(=O)c2ccc(Cl)cc2)CC1, CO, Cl, [Li+], [OH-], O. Yields the product O=C(O)CSCC1CCC(c2cc(F)ccc2F)(S(=O)(=O)c2ccc(Cl)cc2)CC1. Reaction SMILES: [CH2:1]([CH3:2])[O:3][C:4]([CH2:5][S:6][CH2:7][CH:8]1[CH2:9][CH2:10][C:11]([c:14]2[c:15]([F:21])[cH:16][cH:17][c:18]([F:20])[cH:19]2)([S:22](=[O:23])(=[O:24])[c:25]2[cH:26][cH:27][c:28]([Cl:31])[cH:29][cH:30]2)[CH2:12][CH2:13]1)=[O:32].[CH3:36][OH:37].[ClH:35].[Li+:33].[OH-:34].[OH2:38]>>[O:3]=[C:4]([CH2:5][S:6][CH2:7][CH:8]1[CH2:9][CH2:10][C:11]([c:14]2[c:15]([F:21])[cH:16][cH:17][c:18]([F:20])[cH:19]2)([S:22](=[O:23])(=[O:24])[c:25]2[cH:26][cH:27][c:28]([Cl:31])[cH:29][cH:30]2)[CH2:12][CH2:13]1)[OH:32]. Starting materials: [Cl-].C[SiH](C)C (trimethylsilane chloride), ClC1=NC=NC(=C1)Cl (4,6-dichloropyrimidine), dichlorobistriphenylphosphine palladium, O (water), ClC1=C(CBr)C(=CC=C1)F (2-chloro-6-fluorobenzyl bromide), solution J, solution J. Reagents/catalysts: [Zn] (zinc), BrC(C)Br (dibromoethane). The solvent is O1CCCC1 (tetrahydrofuran), O1CCCC1 (tetrahydrofuran), O1CCCC1 (tetrahydrofuran). Conditions: time 20 minute. Yields the product ClC1=NC=NC(=C1)CC1=C(C=CC=C1F)Cl (4-chloro-6-(2-chloro-6-fluorobenzyl)pyrimidine). Isolated yield 30.4%. Reaction SMILES: [Cl-].C[SiH](C)C.[Cl:6][C:7]1[CH:14]=[CH:13][CH:12]=[C:11]([F:15])[C:8]=1[CH2:9]Br.[Cl:16][C:17]1[CH:22]=[C:21](Cl)[N:20]=[CH:19][N:18]=1.O>O1CCCC1.BrC(Br)C.[Zn]>[Cl:16][C:17]1[CH:22]=[C:21]([CH2:9][C:8]2[C:11]([F:15])=[CH:12][CH:13]=[CH:14][C:7]=2[Cl:6])[N:20]=[CH:19][N:18]=1 |f:0.1|. Reported procedure: In 10 ml of tetrahydrofuran was suspended 1.3 g of zinc (powder), to which dibromoethane (2 drops) was added. The mixture was heated under reflux for 5 minutes, to which trimethylsilane chloride was added. The mixture was further heated under reflux for 5 minutes, to which a solution of 2.2 g of 2-chloro-6-fluorobenzyl bromide dissolved in 20 ml of tetrahydrofuran was slowly added with heating under reflux, followed by stirring for 20 minutes. (The solution thus obtained is referred to as soluti... Reactants: CC(C)(C)OC(=O)N1CC(CC#N)(n2cc(-c3ncnc4c3ccn4COCC[Si](C)(C)C)cn2)C1, O=C([O-])O, C1COCCO1, Cl, [Na+]. Yields the product C[Si](C)(C)CCOCn1ccc2c(-c3cnn(C4(CC#N)CNC4)c3)ncnc21. Reaction SMILES: [C:1](#[N:2])[CH2:3][C:4]1([n:15]2[n:16][cH:17][c:18](-[c:20]3[c:21]4[c:22]([n:23][cH:24][n:25]3)[n:26]([CH2:29][O:30][CH2:31][CH2:32][Si:33]([CH3:34])([CH3:35])[CH3:36])[cH:27][cH:28]4)[cH:19]2)[CH2:5][N:6]([C:8]([O:9][C:10]([CH3:11])([CH3:12])[CH3:13])=[O:14])[CH2:7]1.[C:38](=[O:39])([OH:40])[O-:41].[CH2:43]1[O:44][CH2:45][CH2:46][O:47][CH2:48]1.[ClH:37].[Na+:42]>>[C:1](#[N:2])[CH2:3][C:4]1([n:15]2[n:16][cH:17][c:18](-[c:20]3[c:21]4[c:22]([n:23][cH:24][n:25]3)[n:26]([CH2:29][O:30][CH2:31][CH2:32][Si:33]([CH3:34])([CH3:35])[CH3:36])[cH:27][cH:28]4)[cH:19]2)[CH2:5][NH:6][CH2:7]1. The reactants are COc1nccc2cc(CCCN3C(=O)c4ccccc4C3=O)[nH]c(=O)c12, CC#N, O=P(Cl)(Cl)Cl. The product is COc1nccc2cc(CCCN3C(=O)c4ccccc4C3=O)nc(Cl)c12. Reaction SMILES: [CH3:1][O:2][c:3]1[n:4][cH:5][cH:6][c:7]2[cH:8][c:9]([CH2:14][CH2:15][CH2:16][N:17]3[C:18](=[O:27])[c:19]4[cH:20][cH:21][cH:22][cH:23][c:24]4[C:25]3=[O:26])[nH:10][c:11](=[O:13])[c:12]12.[CH3:33][C:34]#[N:35].[P:28]([Cl:29])([Cl:30])([Cl:31])=[O:32]>>[CH3:1][O:2][c:3]1[n:4][cH:5][cH:6][c:7]2[cH:8][c:9]([CH2:14][CH2:15][CH2:16][N:17]3[C:18](=[O:27])[c:19]4[cH:20][cH:21][cH:22][cH:23][c:24]4[C:25]3=[O:26])[n:10][c:11]([Cl:30])[c:12]12. Starting materials: ClC1=CC=C(OC2CN(C2)CC[C@@H](COC)N)C=C1 ((S)-3-[3-(4-Chloro-phenoxy)-azetidin-1-yl]-1-methoxymethyl-propylamine), C1(=CC=CC=C1)OC(NC=1N(N=C(C1)CC)C)=O ((5-Ethyl-2-methyl-2H-pyrazol-3-yl)-carbamic acid phenyl ester). The solvent is CS(=O)C (DMSO). Product: ClC1=CC=C(OC2CN(C2)CC[C@@H](COC)NC(=O)NC=2N(N=C(C2)CC)C)C=C1 (1-{(S)-3-[3-(4-Chloro-phenoxy)-azetidin-1-yl]-1-methoxymethyl-propyl}-3-(5-ethyl-2-methyl-2H-pyrazol-3-yl)-urea). As a reaction SMILES: [Cl:1][C:2]1[CH:19]=[CH:18][C:5]([O:6][CH:7]2[CH2:10][N:9]([CH2:11][CH2:12][C@H:13]([NH2:17])[CH2:14][O:15][CH3:16])[CH2:8]2)=[CH:4][CH:3]=1.C1([O:26][C:27](=O)[NH:28][C:29]2[N:30]([CH3:36])[N:31]=[C:32]([CH2:34][CH3:35])[CH:33]=2)C=CC=CC=1>CS(C)=O>[Cl:1][C:2]1[CH:3]=[CH:4][C:5]([O:6][CH:7]2[CH2:10][N:9]([CH2:11][CH2:12][C@H:13]([NH:17][C:27]([NH:28][C:29]3[N:30]([CH3:36])[N:31]=[C:32]([CH2:34][CH3:35])[CH:33]=3)=[O:26])[CH2:14][O:15][CH3:16])[CH2:8]2)=[CH:18][CH:19]=1. Procedure details: A solution of (S)-3-[3-(4-Chloro-phenoxy)-azetidin-1-yl]-1-methoxymethyl-propylamine (1.6 g, 5.6 mmol) and (5-Ethyl-2-methyl-2H-pyrazol-3-yl)-carbamic acid phenyl ester (1.65 g, 6.7 mmol, see preparation below) in DMSO (7 ml) is stirred at ambient temperature for 4 hours, then partitioned between water and ethylacetate. The organic phase is washed again with water, dried over MgSO4 and evaporated. The crude product is purified by flash silica chromatography (elution with a 5:95 methanol/dichloro...